From a dataset of the Open Reaction Database (ORD), a public repository of structured organic reaction records. describe an organic reaction: reactants, conditions, products, and yield Reactants: S(=O)(Cl)Cl (thionyl chloride), CC=1C(=NC=CC1)OC=1C=C(C=CC1)CO ((3-(3-Methylpyridin-2-yloxy)phenyl)methanol), C([O-])(O)=O.[Na+] (sodium bicarbonate). Run in ClCCl (dichloromethane). Conditions: time 3 hour. Product: ClCC=1C=C(OC2=NC=CC=C2C)C=CC1 (2-(3-(Chloromethyl)phenoxy)-3-methylpyridine). Yield: 102.7%. RXN SMILES: [CH3:1][C:2]1[C:3]([O:8][C:9]2[CH:10]=[C:11]([CH2:15]O)[CH:12]=[CH:13][CH:14]=2)=[N:4][CH:5]=[CH:6][CH:7]=1.S(Cl)([Cl:19])=O.C(=O)(O)[O-].[Na+]>ClCCl>[Cl:19][CH2:15][C:11]1[CH:10]=[C:9]([CH:14]=[CH:13][CH:12]=1)[O:8][C:3]1[C:2]([CH3:1])=[CH:7][CH:6]=[CH:5][N:4]=1 |f:2.3|. Procedure details: (3-(3-Methylpyridin-2-yloxy)phenyl)methanol from Step 1 (3.3 g, 15 mmol), in dichloromethane (50 mL), was cooled to 0° C., and treated dropwise with thionyl chloride (1.34 mL, 18.4 mmol). The reaction mixture was allowed to warm to ambient temperature and was stirred for 3 h. Saturated aqueous sodium bicarbonate (20 mL) was added and the mixture was stirred at RT for 5 min. The organic layer was separated, dried over sodium sulfate, filtered and concentrated by evaporation to afford the title co... Starting materials: BrC=1C=C2CC(NC2=CC1)=O (5-Bromo-1,3-dihydro-indol-2-one), C(C1=CC=CC=C1)(=O)C=1C(=C(NC1C=O)C(=O)O)C (4-benzoyl-5-formyl-3-methyl-1H-pyrrole-2-carboxylic acid). The product is C(C1=CC=CC=C1)(=O)C=1C(=C(NC1C=C1C(NC2=CC=C(C=C12)Br)=O)C(=O)O)C (4-benzoyl-5-(5-bromo-2-oxo-1,2-dihydro-indol-3-ylidenemethyl)-3-methyl-1H-pyrrole-2-carboxylic acid). Reaction SMILES: [Br:1][C:2]1[CH:3]=[C:4]2[C:8](=[CH:9][CH:10]=1)[NH:7][C:6](=[O:11])[CH2:5]2.[C:12]([C:20]1[C:21]([CH3:30])=[C:22]([C:27]([OH:29])=[O:28])[NH:23][C:24]=1[CH:25]=O)(=[O:19])[C:13]1[CH:18]=[CH:17][CH:16]=[CH:15][CH:14]=1>>[C:12]([C:20]1[C:21]([CH3:30])=[C:22]([C:27]([OH:29])=[O:28])[NH:23][C:24]=1[CH:25]=[C:5]1[C:4]2[C:8](=[CH:9][CH:10]=[C:2]([Br:1])[CH:3]=2)[NH:7][C:6]1=[O:11])(=[O:19])[C:13]1[CH:14]=[CH:15][CH:16]=[CH:17][CH:18]=1. Procedure: 5-Bromo-1,3-dihydro-indol-2-one was condensed with 4-benzoyl-5-formyl-3-methyl-1H-pyrrole-2-carboxylic acid using method D to give 4-benzoyl-5-(5-bromo-2-oxo-1,2-dihydro-indol-3-ylidenemethyl)-3-methyl-1H-pyrrole-2-carboxylic acid. The reactants are C(OC(Cl)(Cl)Cl)(OC(Cl)(Cl)Cl)=O (bis(trichloromethyl) carbonate), CN1C[C@@H](CC1)N ((3R)-1-methyl-3-pyrrolidinamine), COC=1C=CC=C2CCCC(C12)NC1=NC2=CC=C(C=C2C=C1)N (rac-N2-(8-methoxy-1,2,3,4-tetrahydro-naphthalen-1-yl)-quinoline-2,6-diamine). Product: COC=1C=CC=C2CCCC(C12)NC1=NC2=CC=C(C=C2C=C1)NC(=O)N[C@H]1CN(CC1)C (1-[2-(8-Methoxy-1,2,3,4-tetrahydro-naphthalen-1-ylamino)-quinolin-6-yl]-3-((R)-1-methyl-pyrrolidin-3-yl)-urea). As a reaction SMILES: [C:1](=O)(OC(Cl)(Cl)Cl)[O:2]C(Cl)(Cl)Cl.[CH3:13][N:14]1[CH2:18][CH2:17][C@@H:16]([NH2:19])[CH2:15]1.[CH3:20][O:21][C:22]1[CH:23]=[CH:24][CH:25]=[C:26]2[C:31]=1[CH:30]([NH:32][C:33]1[CH:42]=[CH:41][C:40]3[C:35](=[CH:36][CH:37]=[C:38]([NH2:43])[CH:39]=3)[N:34]=1)[CH2:29][CH2:28][CH2:27]2>>[CH3:20][O:21][C:22]1[CH:23]=[CH:24][CH:25]=[C:26]2[C:31]=1[CH:30]([NH:32][C:33]1[CH:42]=[CH:41][C:40]3[C:35](=[CH:36][CH:37]=[C:38]([NH:43][C:1]([NH:19][C@@H:16]4[CH2:17][CH2:18][N:14]([CH3:13])[CH2:15]4)=[O:2])[CH:39]=3)[N:34]=1)[CH2:29][CH2:28][CH2:27]2. Procedure: The title compound was prepared in accordance with the general method 4 described in example 16 from bis(trichloromethyl) carbonate, (3R)-1-methyl-3-pyrrolidinamine (CAS no: 457097-75-5) and rac-N2-(8-methoxy-1,2,3,4-tetrahydro-naphthalen-1-yl)-quinoline-2,6-diamine; MS: m/e=446.4 (M+H+). Reactants: Cl (HCl), N (NH3), C(C)N(CC)CC1=C(C=C(S1)C(=O)O)C (5-diethylaminomethyl-4-methyl-thiophene-2-carboxylic acid), CC1(OC[C@H](O1)COC1=C(C=C(C(=N)NO)C=C1C)OC)C ((R)-4-(2,2-dimethyl-[1,3]dioxolan-4-ylmethoxy)-N-hydroxy-3-methoxy-5-methyl-benzamidine). Conditions: time 40 minute. Yields the product CC1(OC[C@H](O1)COC1=C(C=C(C=C1C)C1=NOC(=N1)C1=CC(=C(S1)CN(CC)CC)C)OC)C ((R)-(5-{3-[4-(2,2-Dimethyl-[1,3]dioxolan-4-ylmethoxy)-3-methoxy-5-methyl-phenyl]-[1,2,4]oxadiazol-5-yl}-3-methyl-thiophen-2-ylmethyl)-diethyl-amine), C(C)N(CC)CC1=C(C=C(S1)C1=NC(=NO1)C1=CC(=C(OC[C@H](CO)O)C(=C1)C)OC)C ((2S)-3-{4-[5-(5-Diethylaminomethyl-4-methyl-thiophen-2-yl)-[1,2,4]oxadiazol-3-yl]-2-methoxy-6-methyl-phenoxy}-propane-1,2-diol). The yield is 114.8%. RXN SMILES: [CH2:1]([N:3]([CH2:6][C:7]1[S:11][C:10]([C:12]([OH:14])=O)=[CH:9][C:8]=1[CH3:15])[CH2:4][CH3:5])[CH3:2].[CH3:16][C:17]1([CH3:37])[O:21][C@H:20]([CH2:22][O:23][C:24]2[C:33]([CH3:34])=[CH:32][C:27]([C:28]([NH:30][OH:31])=[NH:29])=[CH:26][C:25]=2[O:35][CH3:36])[CH2:19][O:18]1.Cl.N>>[CH3:16][C:17]1([CH3:37])[O:21][C@H:20]([CH2:22][O:23][C:24]2[C:33]([CH3:34])=[CH:32][C:27]([C:28]3[N:30]=[C:12]([C:10]4[S:11][C:7]([CH2:6][N:3]([CH2:1][CH3:2])[CH2:4][CH3:5])=[C:8]([CH3:15])[CH:9]=4)[O:14][N:29]=3)=[CH:26][C:25]=2[O:35][CH3:36])[CH2:19][O:18]1.[CH2:1]([N:3]([CH2:6][C:7]1[S:11][C:10]([C:12]2[O:31][N:30]=[C:28]([C:27]3[CH:32]=[C:33]([CH3:34])[C:24]([O:23][CH2:22][C@@H:20]([OH:21])[CH2:19][OH:18])=[C:25]([O:35][CH3:36])[CH:26]=3)[N:29]=2)=[CH:9][C:8]=1[CH3:15])[CH2:4][CH3:5])[CH3:2]. Procedure details: (R)-(5-{3-[4-(2,2-Dimethyl-[1,3]dioxolan-4-ylmethoxy)-3-methoxy-5-methyl-phenyl]-[1,2,4]oxadiazol-5-yl}-3-methyl-thiophen-2-ylmethyl)-diethyl-amine is prepared starting from 5-diethylaminomethyl-4-methyl-thiophene-2-carboxylic acid (30 mg, 130 μmol) and (R)-4-(2,2-dimethyl-[1,3]dioxolan-4-ylmethoxy)-N-hydroxy-3-methoxy-5-methyl-benzamidine (36 mg, 117 μmol) according to Method A. After the coupling and cyclisation step, the reaction mixture is acidified by adding 35% aq. HCl and the reaction mix... Reactants: C(=O)(O)[O-].[Na+] (NaHCO3), ClC(Cl)(OC(OC(Cl)(Cl)Cl)=O)Cl (triphosgene), FC(C1=CC=C2[C@H](CCOC2=C1)N)(F)F ((S)-7-(trifluoromethyl)chroman-4-amine), C(C)(C)N(C(C)C)CC (N,N-diisopropylethylamine), Cl.ClC1=CC=C(CN2C(=NN=C2[C@@H]2NCCC2)CO)C=C1 ((R)-(4-(4-chlorobenzyl)-5-(pyrrolidin-2-yl)-4H-1,2,4-triazole-3-yl)methanol HCl salt), C(C)(C)N(C(C)C)CC (N,N-diisopropylethylamine). The solvent is [Cl-].[Na+].O (brine), C(Cl)Cl (CH2Cl2), ClCCl (dichloromethane), ClCCl (dichloromethane). Run at temperature 0 celsius, time 30 minute. The product is ClC1=CC=C(CN2C(=NN=C2CO)[C@@H]2N(CCC2)C(=O)N[C@H]2CCOC3=CC(=CC=C23)C(F)(F)F)C=C1 ((R)-2-(4-(4-chlorobenzyl)-5-(hydroxymethyl)-4H-1,2,4-triazol-3-yl)-N—((S)-7-(trifluoromethyl)chroman-4-yl)pyrrolidine-1-carboxamide). The yield is 246.3%. Reaction SMILES: Cl[C:2](Cl)([O:4]C(=O)OC(Cl)(Cl)Cl)Cl.[F:13][C:14]([F:27])([F:26])[C:15]1[CH:24]=[C:23]2[C:18]([C@@H:19]([NH2:25])[CH2:20][CH2:21][O:22]2)=[CH:17][CH:16]=1.C(N(CC)C(C)C)(C)C.Cl.[Cl:38][C:39]1[CH:57]=[CH:56][C:42]([CH2:43][N:44]2[C:48]([C@H:49]3[CH2:53][CH2:52][CH2:51][NH:50]3)=[N:47][N:46]=[C:45]2[CH2:54][OH:55])=[CH:41][CH:40]=1.C([O-])(O)=O.[Na+]>C(Cl)Cl.[Cl-].[Na+].O>[Cl:38][C:39]1[CH:57]=[CH:56][C:42]([CH2:43][N:44]2[C:45]([CH2:54][OH:55])=[N:46][N:47]=[C:48]2[C@H:49]2[CH2:53][CH2:52][CH2:51][N:50]2[C:2]([NH:25][C@@H:19]2[C:18]3[C:23](=[CH:24][C:15]([C:14]([F:13])([F:26])[F:27])=[CH:16][CH:17]=3)[O:22][CH2:21][CH2:20]2)=[O:4])=[CH:41][CH:40]=1 |f:3.4,5.6,8.9.10|. Procedure: To a stirring solution of triphosgene (14.87 mg, 0.05 mmol) in 8 mL of CH2Cl2 at 0° C. was added dropwise a mixed solution of (S)-7-(trifluoromethyl)chroman-4-amine (32.58 mg, 0.15 mmol) and N,N-diisopropylethylamine (0.07841 mL, 0.45 mmol) in dichloromethane (2 mL). The reaction mixture was stirred at 0° C. for 30 minutes. Then to the mixture at 0° C. was added a solution of the (R)-(4-(4-chlorobenzyl)-5-(pyrrolidin-2-yl)-4H-1,2,4-triazole-3-yl)methanol HCl salt (54.86 mg, 0.15 mmol) and N,N-di... The reactants are COC=1C=CC(=C(C(=O)O)C1)C(C1=CC(=CC=C1)OC)=O (5-methoxy-2-(3-methoxybenzoyl)benzoic acid), O.NN (hydrazine hydrate). Product: COC1=CC=C2C(=NNC(C2=C1)=O)C1=CC(=CC=C1)OC (7-Methoxy-4-(3-methoxyphenyl)-2H-phthalazin-1-one). RXN SMILES: [CH3:1][O:2][C:3]1[CH:4]=[CH:5][C:6]([C:12](=O)[C:13]2[CH:18]=[CH:17][CH:16]=[C:15]([O:19][CH3:20])[CH:14]=2)=[C:7]([CH:11]=1)[C:8](O)=[O:9].O.[NH2:23][NH2:24]>>[CH3:1][O:2][C:3]1[CH:11]=[C:7]2[C:6]([C:12]([C:13]3[CH:18]=[CH:17][CH:16]=[C:15]([O:19][CH3:20])[CH:14]=3)=[N:23][NH:24][C:8]2=[O:9])=[CH:5][CH:4]=1 |f:1.2|. Reported procedure: This compound is obtained according to the procedure described in 1.2. by reacting unpurified 5-methoxy-2-(3-methoxybenzoyl)benzoic acid with hydrazine hydrate.